From a dataset of the Open Reaction Database (ORD), a public repository of structured organic reaction records. describe an organic reaction: reactants, conditions, products, and yield Starting materials: CC(C)(C)[Si](C)(C)Cl, CN(C)C=O, O, O=Cc1cccc(O)c1, c1c[nH]cn1. The product is CC(C)(C)[Si](C)(C)Oc1cccc(C=O)c1. As a reaction SMILES: [C:10]([CH3:11])([CH3:12])([CH3:13])[Si:14]([CH3:15])([CH3:16])[Cl:17].[CH3:24][N:25]([CH3:26])[CH:27]=[O:28].[OH2:23].[OH:1][c:2]1[cH:3][c:4]([CH:5]=[O:6])[cH:7][cH:8][cH:9]1.[nH:18]1[cH:19][cH:20][n:21][cH:22]1>>[O:1]([c:2]1[cH:3][c:4]([CH:5]=[O:6])[cH:7][cH:8][cH:9]1)[Si:14]([C:10]([CH3:11])([CH3:12])[CH3:13])([CH3:15])[CH3:16]. Reactants: O.O.[Sn](Cl)Cl (tin(II) chloride dihydrate), [4-(2-formyl-1H-pyrrole-1-yl)methyl]-3-nitro, Cl.C1(CCCCC1)C1=CC=C(C(=O)N2CC=3N(CC4=C2C=C(C=C4)C(=O)OC)C(=CC3)C(=O)N3CCN(CC3)C)C=C1 (Methyl 10-(4-cyclohexylbenzoyl)-3-[(4-methyl-1-piperazinyl)carbonyl]-10,11-dihydro-5H-pyrrolo[2,1-c][1,4]benzodiazepine-8-carboxylate hydrochloride salt), CO (Methanol). The solvent is Cl (hydrochloric acid). Conditions: temperature 40 celsius, time 2 hour. Product: COC(=O)C1=CC2=C(CN3C(CN2)=CC=C3)C=C1 (10,11-Dihydro-5H-pyrrolo[2,1-c][1,4]benzodiazepine-8-carboxylic acid methyl ester). Yield: 500.2%. RXN SMILES: O.O.[Sn](Cl)Cl.Cl.C1(C2C=CC(C([N:19]3[C:25]4[CH:26]=[C:27]([C:30]([O:32][CH3:33])=[O:31])[CH:28]=[CH:29][C:24]=4[CH2:23][N:22]4[C:34](C(N5CCN(C)CC5)=O)=[CH:35][CH:36]=[C:21]4[CH2:20]3)=O)=CC=2)CCCCC1.CO>Cl>[CH3:33][O:32][C:30]([C:27]1[CH:28]=[CH:29][C:24]2[CH2:23][N:22]3[CH:34]=[CH:35][CH:36]=[C:21]3[CH2:20][NH:19][C:25]=2[CH:26]=1)=[O:31] |f:0.1.2,3.4|. Procedure: To a stirred solution of tin(II) chloride dihydrate (23 g, 3.5 equiv.) in 2 N hydrochloric acid (106 mL) was added the [4-(2-formyl-1H-pyrrole-1-yl)methyl]-3-nitro]-benzoic acid methyl ester of Step A (8 g). Methanol (200 mL) was then added and the reaction mixture was stirred at 40° C. for 2 hours. The reaction was then cooled to room temperature, quenched by the addition of saturated aqueous sodium carbonate (20 mL) and filtered through Celite. The filter pad was washed with methanol and hot e...